Dataset: the Open Reaction Database (ORD), a public repository of structured organic reaction records. Task: describe an organic reaction: reactants, conditions, products, and yield Starting materials: CC(=O)OC(C)=O, CCOC(=O)c1c(N)sc2c1CCCC2. The product is CCOC(=O)c1c(NC(C)=O)sc2c1CCCC2. RXN SMILES: [CH3:16][C:17](=[O:18])[O:19][C:20](=[O:21])[CH3:22].[NH2:1][c:2]1[s:3][c:4]2[c:5]([c:6]1[C:7](=[O:8])[O:9][CH2:10][CH3:11])[CH2:12][CH2:13][CH2:14][CH2:15]2>>[NH:1]([c:2]1[s:3][c:4]2[c:5]([c:6]1[C:7](=[O:8])[O:9][CH2:10][CH3:11])[CH2:12][CH2:13][CH2:14][CH2:15]2)[C:17]([CH3:16])=[O:18]. Starting materials: C(C1=CC=CC=C1)OC1=CC=C(C=C1)OCCN1N=C2C(=N1)C=CC=C2 (1-benzyloxy-4-[2-(2H-benzotriazol-2-yl)ethoxy]benzene), [H][H] (hydrogen). Run in C1(=CC=CC=C1)C (toluene). Product: N=1N(N=C2C1CCCC2)CCOC2=CC=C(C=C2)O (4-[2-(4,5,6,7-tetrahydro-2H-benzotriazol-2-yl)ethoxy]phenol). The yield is 67.8%. RXN SMILES: C([O:8][C:9]1[CH:14]=[CH:13][C:12]([O:15][CH2:16][CH2:17][N:18]2[N:22]=[C:21]3[CH:23]=[CH:24][CH:25]=[CH:26][C:20]3=[N:19]2)=[CH:11][CH:10]=1)C1C=CC=CC=1.[H][H]>C1(C)C=CC=CC=1>[N:19]1[N:18]([CH2:17][CH2:16][O:15][C:12]2[CH:13]=[CH:14][C:9]([OH:8])=[CH:10][CH:11]=2)[N:22]=[C:21]2[CH2:23][CH2:24][CH2:25][CH2:26][C:20]=12. Procedure details: 5.5 g of 1-benzyloxy-4-[2-(2H-benzotriazol-2-yl)ethoxy]benzene [prepared as described in Example 15(a)] were hydrogenated in a manner analogous to that described in Example 1(b) until no more hydrogen was taken up, whereby 2.8 g (69%) of 4-[2-(4,5,6,7-tetrahydro-2H-benzotriazol-2-yl)ethoxy]phenol having a melting point of 93° C. (from toluene) were obtained. The reactants are CCOC(=O)c1c(-c2ccc(F)cc2)c[nH]c1CCNC(=O)OC(C)(C)C, CN(C)C=O, ClCCl, [Na+], [OH-], O, O=P(Cl)(Cl)Cl. Yields the product CCOC(=O)c1c(CCNC(=O)OC(C)(C)C)[nH]c(C=O)c1-c1ccc(F)cc1. RXN SMILES: [CH2:11]([CH3:12])[O:13][C:14](=[O:15])[c:16]1[c:17]([CH2:28][CH2:29][NH:30][C:31](=[O:32])[O:33][C:34]([CH3:35])([CH3:36])[CH3:37])[nH:18][cH:19][c:20]1-[c:21]1[cH:22][cH:23][c:24]([F:27])[cH:25][cH:26]1.[CH3:1][N:2]([CH:3]=[O:4])[CH3:5].[Cl:40][CH2:41][Cl:42].[Na+:39].[OH-:38].[OH2:43].[P:6]([Cl:7])([Cl:8])([Cl:9])=[O:10]>>[CH:3](=[O:4])[c:19]1[nH:18][c:17]([CH2:28][CH2:29][NH:30][C:31](=[O:32])[O:33][C:34]([CH3:35])([CH3:36])[CH3:37])[c:16]([C:14]([O:13][CH2:11][CH3:12])=[O:15])[c:20]1-[c:21]1[cH:22][cH:23][c:24]([F:27])[cH:25][cH:26]1. The reactants are COC(=O)C=1C=C(C2=C(S(CC3=C(O2)C(=CC(=C3)N3CCNCC3)Cl)(=O)=O)C1)C (4-Chloro-6-methyl-10,10-dioxo-2-piperazin-1-yl-10,11-dihydro-5-oxa-10lambda*6*-thia-dibenzo[a,d]cycloheptene-8-carboxylic acid methyl ester), ClC1=C(C=O)C=CC(=C1)Cl (2,4-dichlorobenzaldehyde), C(#N)[BH3-].[Na+] (sodium cyanoborohydride). The reagents and catalysts are CC([O-])C.[Ti+4].CC([O-])C.CC([O-])C.CC([O-])C (Titanium isopropoxide). Run in CO (methanol). Yields the product COC(=O)C=1C=C(C2=C(S(CC3=C(O2)C(=CC(=C3)N3CCN(CC3)CC3=C(C=C(C=C3)Cl)Cl)Cl)(=O)=O)C1)C (4-Chloro-2-[4-(2,4-dichloro-benzyl)-piperazin-1-yl]-6-methyl-10,10-dioxo-10,11-dihydro-5-oxa-10lambda*6*-thia-dibenzo[a,d]cycloheptene-8-carboxylic acid methyl ester). Reaction SMILES: [CH3:1][O:2][C:3]([C:5]1[CH:6]=[C:7]([CH3:29])[C:8]2[O:14][C:13]3[C:15]([Cl:25])=[CH:16][C:17]([N:19]4[CH2:24][CH2:23][NH:22][CH2:21][CH2:20]4)=[CH:18][C:12]=3[CH2:11][S:10](=[O:27])(=[O:26])[C:9]=2[CH:28]=1)=[O:4].[Cl:30][C:31]1[CH:38]=[C:37]([Cl:39])[CH:36]=[CH:35][C:32]=1[CH:33]=O.C([BH3-])#N.[Na+]>CO.CC(C)[O-].[Ti+4].CC(C)[O-].CC(C)[O-].CC(C)[O-]>[CH3:1][O:2][C:3]([C:5]1[CH:6]=[C:7]([CH3:29])[C:8]2[O:14][C:13]3[C:15]([Cl:25])=[CH:16][C:17]([N:19]4[CH2:20][CH2:21][N:22]([CH2:33][C:32]5[CH:35]=[CH:36][C:37]([Cl:39])=[CH:38][C:31]=5[Cl:30])[CH2:23][CH2:24]4)=[CH:18][C:12]=3[CH2:11][S:10](=[O:26])(=[O:27])[C:9]=2[CH:28]=1)=[O:4] |f:2.3,5.6.7.8.9|. Reported procedure: Titanium isopropoxide (0.25 mL, 0.82 mmol) was added to solution of Example 104k (0.3 g, 0.68 mmol) and 2,4-dichlorobenzaldehyde (0.120 g, 0.68 mmol) in dry methanol (10 mL). The reaction mixture was processed as described in the synthesis of Example 108k using sodium cyanoborohydride (0.041 g, 0.65 mmol) to obtain the title compound as a white solid. Yield: 0.285 g, (68.69%); 1H NMR (DMSO-d6): δ 2.60-2.80 (m, 7H, 2CH2, CH3), 3.20-3.35 (m, 4H, 2CH2), 3.95 (s, 3H, OCH3), 4.65 (s, 2H, CH2), 6.80 (... Yield: 54.8%. As a reaction SMILES: [BrH:1].Cl.[NH2:3][C:4]1[C:5]([OH:20])=[C:6]([C:11]2[CH:16]=[CH:15][CH:14]=[C:13]([C:17]([OH:19])=[O:18])[CH:12]=2)[CH:7]=[C:8]([F:10])[CH:9]=1>C(OCC)(=O)C>[BrH:1].[NH2:3][C:4]1[C:5]([OH:20])=[C:6]([C:11]2[CH:16]=[CH:15][CH:14]=[C:13]([C:17]([OH:19])=[O:18])[CH:12]=2)[CH:7]=[C:8]([F:10])[CH:9]=1 |f:1.2,4.5|. Product: Br.NC=1C(=C(C=C(C1)F)C1=CC(=CC=C1)C(=O)O)O (3′-amino-5′-fluoro-2′-hydroxy-biphenyl-3-carboxylic acid hydrobromide). Reactants: Br (hydrobromic acid), Cl.NC=1C(=C(C=C(C1)F)C1=CC(=CC=C1)C(=O)O)O (3′-Amino-5′-fluoro-2′-hydroxy-biphenyl-3-carboxylic acid hydrochloride). Reaction conditions: time 20 minute. Procedure: 20 mL of hydrobromic acid was added dropwise to 3′-amino-5′-fluoro-2′-hydroxy-biphenyl-3-carboxylic acid 2f (500 mg, 1.92 mmol) obtained from Step 5 of Example 2 to form white precipitates. The reaction solution was heated to reflux overnight, and then it became clear. The colour of the reaction solution finally was brown. The reaction was monitored by TLC until the disappearance of the starting materials. The mixture was concentrated under reduced pressure to obtain a brown solid which was diss... Solvent: C(C)(=O)OCC (ethyl acetate). Starting materials: ClC1=CC=NC2=CC(=CC=C12)OC (4-chloro-7-methoxyquinoline), FC1=C(C=CC(=C1)[N+](=O)[O-])O (2-fluoro-4-nitrophenol), N1=CC=CC=C1 (pyridine). The reagents and catalysts are CN(C1=CC=NC=C1)C (N,N-dimethylpyridin-4-amine). The solvent is O1CCOCC1 (dioxane). Run at temperature 110 celsius. Yields the product FC1=C(OC2=CC=NC3=CC(=CC=C23)OC)C=CC(=C1)[N+](=O)[O-] (4-(2-fluoro-4-nitrophenoxy)-7-methoxyquinoline). The yield is 50.0%. Reaction SMILES: Cl[C:2]1[C:11]2[C:6](=[CH:7][C:8]([O:12][CH3:13])=[CH:9][CH:10]=2)[N:5]=[CH:4][CH:3]=1.[F:14][C:15]1[CH:20]=[C:19]([N+:21]([O-:23])=[O:22])[CH:18]=[CH:17][C:16]=1[OH:24].N1C=CC=CC=1>CN(C)C1C=CN=CC=1.O1CCOCC1>[F:14][C:15]1[CH:20]=[C:19]([N+:21]([O-:23])=[O:22])[CH:18]=[CH:17][C:16]=1[O:24][C:2]1[C:11]2[C:6](=[CH:7][C:8]([O:12][CH3:13])=[CH:9][CH:10]=2)[N:5]=[CH:4][CH:3]=1. Reported procedure: To 4-chloro-7-methoxyquinoline (0.900 g, 4.6 mmol), 2-fluoro-4-nitrophenol (2.3 g, 14 mmol), and N,N-dimethylpyridin-4-amine (0.068 g, 0.56 mmol) was added dioxane (10 mL) and pyridine (6.4 ml, 79 mmol). The resulting mixture was heated at 110° C. in an argon-purged sealed tube for 16 hours. An aliquot was analyzed by LCMS and indicated the presence of desired product. The reaction mixture was concentrated in vacuo and diluted with 2 N NaOH. The resulting solid was filtered, and the filtrate was...